Task: describe an organic reaction: reactants, conditions, products, and yield. Dataset: the Open Reaction Database (ORD), a public repository of structured organic reaction records The reactants are Cl\C=C/COC1=CC=CC=2N=C(SC21)C (cis-7-(3-chloroallyloxy)-2-methyl-benzothiazole), ClC\C=C/CCl (cis-1,4-dichloro-2-butene), C1=CC=CC=2C(C3=C(CCC21)C=CC=C3)N3CCNCC3 (1-(10,11-dihydro-5H-dibenzo[a,d]cyclohepten-5-yl)piperazine). Yields the product C1=CC=CC=2C(C3=C(CCC21)C=CC=C3)N3CCN(CC3)C\C=C/COC3=CC=CC=2N=C(SC23)C (cis-7-{4-[4-(10,11-Dihydro-5H-dibenzo[a,d]cyclohepten-5-yl)-piperazin-1-yl]-but-2-envioxy}-2-methyl-benzothiazole), Cl\C=C/COC1=CC=CC=2N=C(SC21)C (cis-7-(3-chloro-allyloxy)-2-methyl-benzothiazole). Reaction SMILES: [Cl:1]/[CH:2]=[CH:3]\[CH2:4][O:5][C:6]1[C:14]2[S:13][C:12]([CH3:15])=[N:11][C:10]=2[CH:9]=[CH:8][CH:7]=1.[CH:16]1[C:26]2[CH2:25][CH2:24][C:23]3[CH:27]=[CH:28][CH:29]=[CH:30][C:22]=3[CH:21]([N:31]3[CH2:36][CH2:35][NH:34][CH2:33][CH2:32]3)[C:20]=2[CH:19]=[CH:18][CH:17]=1.Cl[CH2:38]/C=C\CCl>>[CH:27]1[C:23]2[CH2:24][CH2:25][C:26]3[CH:16]=[CH:17][CH:18]=[CH:19][C:20]=3[CH:21]([N:31]3[CH2:32][CH2:33][N:34]([CH2:38]/[CH:2]=[CH:3]\[CH2:4][O:5][C:6]4[C:14]5[S:13][C:12]([CH3:15])=[N:11][C:10]=5[CH:9]=[CH:8][CH:7]=4)[CH2:35][CH2:36]3)[C:22]=2[CH:30]=[CH:29][CH:28]=1.[Cl:1]/[CH:2]=[CH:3]\[CH2:4][O:5][C:6]1[C:14]2[S:13][C:12]([CH3:15])=[N:11][C:10]=2[CH:9]=[CH:8][CH:7]=1. Reported procedure: The title compound was prepared according to Method GA from cis-7-(3-chloroallyloxy)-2-methyl-benzothiazole and 1-(10,11-dihydro-5H-dibenzo[a,d]cyclohepten-5-yl)piperazine. mp 114° C.; LSIMS m/z 496. The cis-7-(3-chloro-allyloxy)-2-methyl-benzothiazole was prepared by Method IV, with cis-1,4-dichloro-2-butene as the alkylating agent. Starting materials: CC(C)(C)OC(=O)NCC(=O)O, CCCCCCCC=CC1OCC(C)C(OC)C1N, CN(C)c1ccncc1, C(=NC1CCCCC1)=NC1CCCCC1, ClCCl. Product: CCCCCCCC=CC1OCC(C)C(OC)C1NC(=O)CNC(=O)OC(C)(C)C. RXN SMILES: [C:20]([CH3:21])([CH3:22])([CH3:23])[O:24][C:25](=[O:26])[NH:27][CH2:28][C:29](=[O:30])[OH:31].[CH3:1][O:2][CH:3]1[CH:4]([NH2:19])[CH:5]([CH:10]=[CH:11][CH2:12][CH2:13][CH2:14][CH2:15][CH2:16][CH2:17][CH3:18])[O:6][CH2:7][CH:8]1[CH3:9].[CH3:47][N:48]([CH3:49])[c:50]1[cH:51][cH:52][n:53][cH:54][cH:55]1.[CH:32]1([N:33]=[C:34]=[N:35][CH:36]2[CH2:37][CH2:38][CH2:39][CH2:40][CH2:41]2)[CH2:42][CH2:43][CH2:44][CH2:45][CH2:46]1.[Cl:56][CH2:57][Cl:58]>>[CH3:1][O:2][CH:3]1[CH:4]([NH:19][C:29]([CH2:28][NH:27][C:25]([O:24][C:20]([CH3:21])([CH3:22])[CH3:23])=[O:26])=[O:30])[CH:5]([CH:10]=[CH:11][CH2:12][CH2:13][CH2:14][CH2:15][CH2:16][CH2:17][CH3:18])[O:6][CH2:7][CH:8]1[CH3:9]. Starting materials: NC(=O)c1ccc(Br)cc1, CC(C)(Cc1c[nH]c2c(OS(=O)(=O)C(F)(F)F)cccc12)NC(=O)OC(C)(C)C, CC(=O)[O-], CS(C)=O, CCOC(C)=O, [K+], [Na+], [Na+], O=C([O-])[O-]. Yields the product CC(C)(Cc1c[nH]c2c(-c3ccc(C(N)=O)cc3)cccc12)NC(=O)OC(C)(C)C. As a reaction SMILES: [Br:1][c:2]1[cH:3][cH:4][c:5]([C:6](=[O:7])[NH2:8])[cH:9][cH:10]1.[C:16]([CH3:17])([CH3:18])([CH3:19])[O:20][C:21](=[O:22])[NH:23][C:24]([CH2:25][c:26]1[cH:27][nH:28][c:29]2[c:30]([O:35][S:36]([C:37]([F:38])([F:39])[F:40])(=[O:41])=[O:42])[cH:31][cH:32][cH:33][c:34]12)([CH3:43])[CH3:44].[CH3:12][C:13](=[O:14])[O-:15].[CH3:51][S:52]([CH3:53])=[O:54].[CH3:55][CH2:56][O:57][C:58](=[O:59])[CH3:60].[K+:11].[Na+:45].[Na+:46].[O-:47][C:48](=[O:49])[O-:50]>>[c:2]1(-[c:30]2[c:29]3[nH:28][cH:27][c:26]([CH2:25][C:24]([NH:23][C:21]([O:20][C:16]([CH3:17])([CH3:18])[CH3:19])=[O:22])([CH3:43])[CH3:44])[c:34]3[cH:33][cH:32][cH:31]2)[cH:3][cH:4][c:5]([C:6](=[O:7])[NH2:8])[cH:9][cH:10]1. Starting materials: COCCOCOC1=CC=C(C=C1)[N+](=O)[O-] (1-[(2-methoxyethoxy)methoxy]-4-nitrobenzene), C(=O)[O-].[NH4+] (ammonium formate), CCCCCC (hexane). The reagents and catalysts are [Pd] (Pd/C). Run in C(C)O (ethanol), C(C)O (ethanol). Conditions: time 18 hour. The product is COCCOCOC1=CC=C(C=C1)N (4-[(2-methoxyethoxy)methoxy]benzenamine). Yield: 73.9%. As a reaction SMILES: [CH3:1][O:2][CH2:3][CH2:4][O:5][CH2:6][O:7][C:8]1[CH:13]=[CH:12][C:11]([N+:14]([O-])=O)=[CH:10][CH:9]=1.C([O-])=O.[NH4+].CCCCCC>C(O)C.[Pd]>[CH3:1][O:2][CH2:3][CH2:4][O:5][CH2:6][O:7][C:8]1[CH:9]=[CH:10][C:11]([NH2:14])=[CH:12][CH:13]=1 |f:1.2|. Procedure details: A mixture of 200 mg (0.88 mmol) of 1-[(2-methoxyethoxy) methoxy]-4-nitrobenzene (21), 100 mg of 10% Pd/C and 550 mg (8.7 mmol) of ammonium formate in 10 mL of absolute ethanol was stirred at room temperature for 18 hours. The reaction mixture was diluted with 100 mL of absolute ethanol and passed through a small pad of celite. The filtrate was concentrated and purified by silica gel column chromatography using 8:2 ethyl acetate:hexane as the eluent to yield 130 mg (0.65 mmol, 75%) of 4-[(2-metho...